This data is from the Open Reaction Database (ORD), a public repository of structured organic reaction records. The task is: describe an organic reaction: reactants, conditions, products, and yield The reactants are C(C)OC([C@H](O)C)=O (Ethyl-D-lactate), OC1C(CCC2=CC=CC=C12)N (N-[(1RS,2RS)-1,2,3,4-tetrahydro-1-hydroxy-2-naphthyl]-amine). The product is C(C)OC([C@@H](NC1C(C2=CC=CC=C2CC1)O)C)=O (N-[(1RS,2RS)-1,2,3,4-tetrahydro-1-hydroxy-2-naphthyl]-alanine ethyl ester). Reaction SMILES: [CH2:1]([O:3][C:4](=[O:8])[C@@H:5]([CH3:7])O)[CH3:2].[OH:9][CH:10]1[C:19]2[C:14](=[CH:15][CH:16]=[CH:17][CH:18]=2)[CH2:13][CH2:12][CH:11]1[NH2:20]>>[CH2:1]([O:3][C:4](=[O:8])[C@H:5]([CH3:7])[NH:20][CH:11]1[CH2:12][CH2:13][C:14]2[C:19](=[CH:18][CH:17]=[CH:16][CH:15]=2)[CH:10]1[OH:9])[CH3:2]. Reported procedure: Following General Procedure AM using Ethyl-D-lactate (Fluka) and N-[(1RS,2RS)-1,2,3,4-tetrahydro-1-hydroxy-2-naphthyl]-amine (Liebigs Ann. Chem. 1992, pp273, incorporated herein by reference), the title compound was prepared. C15H21NO3 (MW=263.335); mass spectroscopy (MH+) 264. Starting materials: ClC=1C(=NN(C1C(F)(F)F)C)C=1C(=CC2=C(NC(CO2)=O)C1)F (6-(4-chloro-1-methyl-5-(trifluoromethyl)-1H-pyrazol-3-yl)-7-fluoro-2H-1,4-benzoxazin-3-(4H)-one), C(=O)([O-])[O-].[K+].[K+] (K2CO3), C(C#C)Br (propargyl bromide). The solvent is CC(=O)C (acetone), O (water). Run at temperature 40 celsius, time 6 hour. Yields the product O1CC(NC2=C1C=CC=C2)=O (2H-1,4-benzoxazin-3(4H)-one). The yield is 231.5%. RXN SMILES: ClC1C([C:12]2[C:13](F)=[CH:14][C:15]3[O:20][CH2:19][C:18](=[O:21])[NH:17][C:16]=3[CH:22]=2)=NN(C)C=1C(F)(F)F.C([O-])([O-])=O.[K+].[K+].C(Br)C#C>CC(C)=O.O>[O:20]1[C:15]2[CH:14]=[CH:13][CH:12]=[CH:22][C:16]=2[NH:17][C:18](=[O:21])[CH2:19]1 |f:1.2.3|. Reported procedure: At 25° C., 3.0 g (8.6 mmole) of the product of step A, 1.22 g (6.0 mmole) K2CO3 and 0.79 mL (8.8 mmole) 80% propargyl bromide were slurried in 50 mL acetone. The reaction was stirred at 40° C. for 6 hours. The reaction was cooled, diluted with 100 mL cold water, and extracted four times with ethyl acetate. The ethyl acetate extracts were washed with brine, dried over anhydrous MgSO4, and stripped in vacuo. The residue was recrystallized from methylcyclohexane to give 2.97 g (89%) of 2H-1,4-benzo... Reactants: C[Si](C)(C)Cl, O=C(O)C(F)(F)S(=O)(=O)F. The product is C[Si](C)(C)OC(=O)C(F)(F)S(=O)(=O)F. As a reaction SMILES: [CH3:1][Si:2]([CH3:3])([CH3:4])[Cl:5].[F:6][S:7](=[O:8])(=[O:9])[C:10]([C:11](=[O:12])[OH:13])([F:14])[F:15]>>[CH3:1][Si:2]([CH3:3])([CH3:4])[O:13][C:11]([C:10]([S:7]([F:6])(=[O:8])=[O:9])([F:14])[F:15])=[O:12]. The reactants are CN1C(N(C(C=C1C(F)(F)F)=O)C=1C=CC2=C(C(=NS2)C(=O)NS(=O)(=O)C)C1)=O (5-[3,6-dihydro-3-methyl-2,6-dioxo-4-(trifluoromethyl)-1(2H)-pyrimidinyl]-N-(methylsulfonyl)-1,2-benzisothiazole-3-carboxamide), S(=O)(=O)(OC)OC (dimethyl sulfate), resultant mixture, C([O-])([O-])=O.[K+].[K+] (potassium carbonate). Run in CC(=O)C (acetone). Yields the product CN1C(N(C(C=C1C(F)(F)F)=O)C=1C=CC2=C(C(=NS2)C(=O)N(S(=O)(=O)C)C)C1)=O (5-[3,6-Dihydro-3-methyl-2,6-dioxo-4-(trifluoromethyl)-1(2H)-pyrimidinyl]-N-methyl-N-(methylsulfonyl)-1,2-benzisothiazole-3-carboxamide). Yield: 74.9%. As a reaction SMILES: [CH3:1][N:2]1[C:7]([C:8]([F:11])([F:10])[F:9])=[CH:6][C:5](=[O:12])[N:4]([C:13]2[CH:14]=[CH:15][C:16]3[S:20][N:19]=[C:18]([C:21]([NH:23][S:24]([CH3:27])(=[O:26])=[O:25])=[O:22])[C:17]=3[CH:28]=2)[C:3]1=[O:29].S(OC)(O[CH3:34])(=O)=O.C(=O)([O-])[O-].[K+].[K+]>CC(C)=O>[CH3:1][N:2]1[C:7]([C:8]([F:11])([F:10])[F:9])=[CH:6][C:5](=[O:12])[N:4]([C:13]2[CH:14]=[CH:15][C:16]3[S:20][N:19]=[C:18]([C:21]([N:23]([CH3:34])[S:24]([CH3:27])(=[O:26])=[O:25])=[O:22])[C:17]=3[CH:28]=2)[C:3]1=[O:29] |f:2.3.4|. Procedure details: To a solution of 5-[3,6-dihydro-3-methyl-2,6-dioxo-4-(trifluoromethyl)-1(2H)-pyrimidinyl]-N-(methylsulfonyl)-1,2-benzisothiazole-3-carboxamide (0.300 g, 0.000670 mol) in acetone is added dimethyl sulfate (0.180 g, 0.00140 mol) followed by potassium carbonate (0.250 g, 0.00180 mol). The resultant mixture is stirred one hour at reflux and concentrated in vacuo. The residue is partitioned between methylene chloride and water. The organic layer is saved and the aqueous layer is extracted with methyl... Starting materials: Cc1cc(Br)c(N)cc1Cl, CN1CCCC1=O, N#C[Cu], N. The product is Cc1cc(C#N)c(N)cc1Cl. As a reaction SMILES: [Br:1][c:2]1[c:3]([NH2:4])[cH:5][c:6]([Cl:10])[c:7]([CH3:9])[cH:8]1.[CH3:15][N:16]1[CH2:17][CH2:18][CH2:19][C:20]1=[O:21].[Cu:11][C:12]#[N:13].[NH3:14]>>[c:2]1([C:12]#[N:13])[c:3]([NH2:4])[cH:5][c:6]([Cl:10])[c:7]([CH3:9])[cH:8]1. Reactants: ClC=1C=C(C(=O)OO)C=CC1 (3-chloroperoxybenzoic acid), C(C1=CC=CC=C1)OCCC=1N(C2=C(C=NC=3C=CC=NC23)N1)CC(C)(C)F (2-[2-(Benzyloxy)ethyl]-1-(2-fluoro-2-methylpropyl)-1H-imidazo[4,5-c][1,5]naphthyridine), C(=O)([O-])[O-].[Na+].[Na+] (Na2CO3). Run in C(Cl)Cl (CH2Cl2). Reaction conditions: time 2 hour. Yields the product C(C1=CC=CC=C1)OCCC=1N(C2=C(C=[N+](C=3C=CC=NC23)[O-])N1)CC(C)(C)F (2-[2-(benzyloxy)ethyl]-1-(2-fluoro-2-methylpropyl)-1H-imidazo[4,5-c][1,5]naphthyridine 5-oxide). The yield is 99.9%. Reaction SMILES: [CH2:1]([O:8][CH2:9][CH2:10][C:11]1[N:12]([CH2:24][C:25]([F:28])([CH3:27])[CH3:26])[C:13]2[C:22]3[N:21]=[CH:20][CH:19]=[CH:18][C:17]=3[N:16]=[CH:15][C:14]=2[N:23]=1)[C:2]1[CH:7]=[CH:6][CH:5]=[CH:4][CH:3]=1.ClC1C=C(C=CC=1)C(OO)=[O:34].C([O-])([O-])=O.[Na+].[Na+]>C(Cl)Cl>[CH2:1]([O:8][CH2:9][CH2:10][C:11]1[N:12]([CH2:24][C:25]([F:28])([CH3:26])[CH3:27])[C:13]2[C:22]3[N:21]=[CH:20][CH:19]=[CH:18][C:17]=3[N+:16]([O-:34])=[CH:15][C:14]=2[N:23]=1)[C:2]1[CH:7]=[CH:6][CH:5]=[CH:4][CH:3]=1 |f:2.3.4|. Reported procedure: 2-[2-(Benzyloxy)ethyl]-1-(2-fluoro-2-methylpropyl)-1H-imidazo[4,5-c][1,5]naphthyridine (1.89 g, 5.0 mmol) was dissolved in 50 mL of CH2Cl2 and treated with 3-chloroperoxybenzoic acid (1.50 g, 57-86% purity). After stirring for 2 hours, the reaction mixture was treated with 50 mL of 2% Na2CO3 solution and the layers were separated. The aqueous portion was extracted with an additional 25 mL of CH2Cl2. The combined organic layers were washed successively with 2% Na2CO3, H2O and brine, dried over Na...